This data is from the Open Reaction Database (ORD), a public repository of structured organic reaction records. The task is: describe an organic reaction: reactants, conditions, products, and yield Starting materials: solution, [H-].[Al+3].[Li+].[H-].[H-].[H-] (lithium aluminum hydride), CC1=NN(C(=C1C1=C2C=NN(C2=CC(=C1)C(F)(F)F)C1OCCCC1)C(=O)OCC)CC=1C=NN(C1)C (ethyl 3-methyl-1-((1-methyl-1H-pyrazol-4-yl)methyl)-4-(1-(tetrahydro-2H-pyran-2-yl)-6-(trifluoromethyl)-1H-indazol-4-yl)-1H-pyrazole-5-carboxylate). Solvent: CCOCC (ether), C1CCOC1 (THF). Run at temperature 0 celsius, time 1 hour. Yields the product CC1=NN(C(=C1C1=C2C=NNC2=CC(=C1)C(F)(F)F)CO)CC=1C=NN(C1)C ((3-methyl-1-((1-methyl-1H-pyrazol-4-yl)methyl)-4-(6-(trifluoromethyl)-1H-indazol-4-yl)-1H-pyrazol-5-yl)methanol). The yield is 31.6%. As a reaction SMILES: [CH3:1][C:2]1[C:6]([C:7]2[CH:15]=[C:14]([C:16]([F:19])([F:18])[F:17])[CH:13]=[C:12]3[C:8]=2[CH:9]=[N:10][N:11]3C2CCCCO2)=[C:5]([C:26](OCC)=[O:27])[N:4]([CH2:31][C:32]2[CH:33]=[N:34][N:35]([CH3:37])[CH:36]=2)[N:3]=1.[H-].[Al+3].[Li+].[H-].[H-].[H-]>C1COCC1.CCOCC>[CH3:1][C:2]1[C:6]([C:7]2[CH:15]=[C:14]([C:16]([F:17])([F:19])[F:18])[CH:13]=[C:12]3[C:8]=2[CH:9]=[N:10][NH:11]3)=[C:5]([CH2:26][OH:27])[N:4]([CH2:31][C:32]2[CH:33]=[N:34][N:35]([CH3:37])[CH:36]=2)[N:3]=1 |f:1.2.3.4.5.6|. Procedure: A 100 mL round bottom flask was charged with ethyl 3-methyl-1-((1-methyl-1H-pyrazol-4-yl)methyl)-4-(1-(tetrahydro-2H-pyran-2-yl)-6-(trifluoromethyl)-1H-indazol-4-yl)-1H-pyrazole-5-carboxylate (0.745 g, 1.442 mmol) in THF (10 mL). The mixture was cooled to 0° C. A 1M solution of lithium aluminum hydride (4.33 mL, 4.33 mmol) in ether was added, and the reaction mixture was stirred at 0° C. for 1 hour. The reaction was quenched with 1N HCl (6 mL) at 0° C. and the product was extracted into EtOAc. T... Starting materials: CO, Cl, C1COCCO1, CC(C)(C)OC(=O)N1CCC(OCC(=O)N2CCCCC2)CC1. Product: Cl, O=C(COC1CCNCC1)N1CCCCC1. RXN SMILES: [CH3:31][OH:32].[ClH:1].[O:25]1[CH2:26][CH2:27][O:28][CH2:29][CH2:30]1.[O:2]=[C:3]([CH2:4][O:5][CH:6]1[CH2:7][CH2:8][N:9]([C:12]([O:13][C:14]([CH3:15])([CH3:16])[CH3:17])=[O:18])[CH2:10][CH2:11]1)[N:19]1[CH2:20][CH2:21][CH2:22][CH2:23][CH2:24]1>>[ClH:1].[O:2]=[C:3]([CH2:4][O:5][CH:6]1[CH2:7][CH2:8][NH:9][CH2:10][CH2:11]1)[N:19]1[CH2:20][CH2:21][CH2:22][CH2:23][CH2:24]1. The reactants are [Mg] (magnesium), ClC1CCN(CC1)C (4-chloro-1-methylpiperidine), CC1C2=C(C(C3=C(SC=C3)C1)=O)C=CC=C2 (9,10-dihydro-9-methyl4H-benzo[4,5]cyclohepta[1,2-b]thiophen-4-one), II (iodine), [Cl-].[NH4+] (ammonium chloride). Run in O1CCCC1 (tetrahydrofuran), O1CCCC1 (tetrahydrofuran). Conditions: time 1 hour. The product is CC1C2=C(C(C3=C(SC=C3)C1)(O)C1CCN(CC1)C)C=CC=C2 (9,10-dihydro-9-methyl-4-(1-methyl-4-piperidyl)-4H-benzo[4,5]cyclohepta[1,2-b]thiophen-4-ol). Reaction SMILES: [Mg].II.Cl[CH:5]1[CH2:10][CH2:9][N:8]([CH3:11])[CH2:7][CH2:6]1.[CH3:12][CH:13]1[CH2:22][C:18]2[S:19][CH:20]=[CH:21][C:17]=2[C:16](=[O:23])[C:15]2[CH:24]=[CH:25][CH:26]=[CH:27][C:14]1=2.[Cl-].[NH4+]>O1CCCC1>[CH3:12][CH:13]1[CH2:22][C:18]2[S:19][CH:20]=[CH:21][C:17]=2[C:16]([CH:5]2[CH2:10][CH2:9][N:8]([CH3:11])[CH2:7][CH2:6]2)([OH:23])[C:15]2[CH:24]=[CH:25][CH:26]=[CH:27][C:14]1=2 |f:4.5|. Procedure: 2.4 g of magnesium previously activated with iodine were reacted with 12.0 g of 4-chloro-1-methylpiperidine in 100 ml of anhydrous tetrahydrofuran over 2 hours at reflux temperature. The reaction mixture was cooled to 10°, and reacted with a solution of 9,10-dihydro-9-methyl4H-benzo[4,5]cyclohepta[1,2-b]thiophen-4-one in 70 ml of anhydrous tetrahydrofuran. After 1 hour of stirring at room temperature and 1 hour at reflux temperature the reaction mixture was cooled and treated with 150 ml of 20% ... Reactants: NC1=C(C=CC=C1)C#N (2-amino-1-cyano-benzene), ClC=1C=C2CCCC(C2=CC1)=O (6-chloro-3, 4-dihydro-[2H]-napthalen-1-one), B(F)(F)F.CCOCC (boron trifluoride diethyl etherate). The product is NC1=C2C=CC=CC2=NC=2C3=C(CCC12)C=C(C=C3)Cl (7-Amino-5, 6-dihydro-3-chlorobenz-[c]-acridine). RXN SMILES: [NH2:1][C:2]1[CH:7]=[CH:6][CH:5]=[CH:4][C:3]=1[C:8]#[N:9].[Cl:10][C:11]1[CH:12]=[C:13]2[C:18](=[CH:19][CH:20]=1)[C:17](=O)[CH2:16][CH2:15][CH2:14]2.B(F)(F)F.CCOCC>>[NH2:9][C:8]1[C:16]2[CH2:15][CH2:14][C:13]3[CH:12]=[C:11]([Cl:10])[CH:20]=[CH:19][C:18]=3[C:17]=2[N:1]=[C:2]2[C:3]=1[CH:4]=[CH:5][CH:6]=[CH:7]2 |f:2.3|. Procedure: 2-amino-1-cyano-benzene (5.0 g, 42.3 mmol), 6-chloro-3, 4-dihydro-[2H]-napthalen-1-one (Organon Laboratories) (8.8 g, 48.7 mmol) and boron trifluoride diethyl etherate (1M, 6.4 ml, 52.4 mmol) were treated according to the general procedure described herein to give the title compound. Reactants: ClC=1C=C(C=CC1)[C@H]1C[C@](C(N([C@@H]1C1=CC=C(C=C1)Cl)[C@H](CN(S(=O)(=O)C1CC1)C)CC)=O)(C)CC(=O)O (2-((3R,5R,6S)-5-(3-chlorophenyl)-6-(4-chlorophenyl)-3-methyl-1-((S)-1-(N-methylcyclopropanesulfonamido)butan-2-yl)-2-oxopiperidin-3-yl)acetic acid), solution, C[Si](C)(C)C=[N+]=[N-] ((trimethylsilyl)diazomethane), C(C)OCC (diethyl ether). Run in CO (MeOH), C1=CC=CC=C1 (benzene). Run at temperature 0 celsius, time 0.5 hour. Yields the product ClC=1C=C(C=CC1)[C@H]1C[C@](C(N([C@@H]1C1=CC=C(C=C1)Cl)[C@H](CN(S(=O)(=O)C1CC1)C)CC)=O)(C)CC(=O)OC (Methyl 2-((3R,5R,6S)-5-(3-chlorophenyl)-6-(4-chlorophenyl)-3-methyl-1-((S)-1-(N-methylcyclopropanesulfonamido)butan-2-yl)-2-oxopiperidin-3-yl)acetate). RXN SMILES: [Cl:1][C:2]1[CH:3]=[C:4]([C@@H:8]2[C@@H:13]([C:14]3[CH:19]=[CH:18][C:17]([Cl:20])=[CH:16][CH:15]=3)[N:12]([C@@H:21]([CH2:31][CH3:32])[CH2:22][N:23]([CH3:30])[S:24]([CH:27]3[CH2:29][CH2:28]3)(=[O:26])=[O:25])[C:11](=[O:33])[C@:10]([CH2:35][C:36]([OH:38])=[O:37])([CH3:34])[CH2:9]2)[CH:5]=[CH:6][CH:7]=1.[CH3:39][Si](C=[N+]=[N-])(C)C.C(OCC)C>CO.C1C=CC=CC=1>[Cl:1][C:2]1[CH:3]=[C:4]([C@@H:8]2[C@@H:13]([C:14]3[CH:15]=[CH:16][C:17]([Cl:20])=[CH:18][CH:19]=3)[N:12]([C@@H:21]([CH2:31][CH3:32])[CH2:22][N:23]([CH3:30])[S:24]([CH:27]3[CH2:28][CH2:29]3)(=[O:25])=[O:26])[C:11](=[O:33])[C@:10]([CH2:35][C:36]([O:38][CH3:39])=[O:37])([CH3:34])[CH2:9]2)[CH:5]=[CH:6][CH:7]=1. Procedure: To a solution of 2-((3R,5R,6S)-5-(3-chlorophenyl)-6-(4-chlorophenyl)-3-methyl-1-((S)-1-(N-methylcyclopropanesulfonamido)butan-2-yl)-2-oxopiperidin-3-yl)acetic acid (0.055 g, 0.095 mmol; Example 141) in 1 mL of MeOH and 4 mL of benzene was added a 2.0 M solution of (trimethylsilyl)diazomethane in diethyl ether (0.095 mL, 0.189 mmol) at 0° C. The reaction mixture was stirred at 0° C. for 0.5 h and was then concentrated. The crude material was purified by reverse phase preparatory HPLC (eluent: 10 ...